From a dataset of the Open Reaction Database (ORD), a public repository of structured organic reaction records. describe an organic reaction: reactants, conditions, products, and yield The reactants are O(C1=CC=CC=C1)CCCCNC(P(OCC)(OCC)=O)P(OCC)(OCC)=O (tetraethyl 4-phenoxybutylaminomethylenebisphosphonate). Run in Cl (hydrochloric acid). The product is O(C1=CC=CC=C1)CCCCNC(P(O)(O)=O)P(O)(O)=O (4-phenoxybutylaminomethylenebisphosphonic acid). Yield: 53.3%. As a reaction SMILES: [O:1]([CH2:8][CH2:9][CH2:10][CH2:11][NH:12][CH:13]([P:22](=[O:29])([O:26]CC)[O:23]CC)[P:14](=[O:21])([O:18]CC)[O:15]CC)[C:2]1[CH:7]=[CH:6][CH:5]=[CH:4][CH:3]=1>Cl>[O:1]([CH2:8][CH2:9][CH2:10][CH2:11][NH:12][CH:13]([P:22](=[O:23])([OH:26])[OH:29])[P:14](=[O:15])([OH:18])[OH:21])[C:2]1[CH:7]=[CH:6][CH:5]=[CH:4][CH:3]=1. Reported procedure: A mixture of tetraethyl 4-phenoxybutylaminomethylenebisphosphonate (1.37 g) and concentrated hydrochloric acid (20 ml) was heated for two hours under reflux. The reaction mixture was concentrated under reduced pressure. The concentrate was treated with water to give 4-phenoxybutylaminomethylenebisphosphonic acid (0.549 g, 53%), m.p. 206° C. to 208° C. Reactants: OC=1C=C(C=CC1CN1CCCC1)NC(C)=O (N-[3-hydroxy-4-(pyrrolidin-1-ylmethyl)phenyl]acetamide), Cl (hydrochloric acid). Yields the product NC=1C=CC(=C(C1)O)CN1CCCC1 (5-amino-2-(pyrrolidin-1-ylmethyl)phenol). As a reaction SMILES: [OH:1][C:2]1[CH:3]=[C:4]([NH:14]C(=O)C)[CH:5]=[CH:6][C:7]=1[CH2:8][N:9]1[CH2:13][CH2:12][CH2:11][CH2:10]1.Cl>>[NH2:14][C:4]1[CH:5]=[CH:6][C:7]([CH2:8][N:9]2[CH2:13][CH2:12][CH2:11][CH2:10]2)=[C:2]([OH:1])[CH:3]=1. Procedure details: N-[3-hydroxy-4-(pyrrolidin-1-ylmethyl)phenyl]acetamide (0.14 g, 0.61 mmol), hydrochloric acid 20% (1 mL). The mixture was refluxed 6 h, evaporated and used for the next step. Reactants: CC1([C@@H]([C@@H]1\C=C/C(=O)OCC#C)C(=O)OC(C)(C)C)C (tert.-butyl (1R,cis) 2,2-dimethyl-3-[Z-2-(propargyloxy-carbonyl)-ethenyl]-cyclopropane-carboxylate), C(#N)[C@H](C1=CC(=CC=C1)OC1=CC=CC=C1)O ((S)α-cyano-3-phenoxy-benzyl alcohol). Yields the product CC1([C@@H]([C@@H]1\C=C/C(=O)OCC#C)C(=O)O[C@@H](C1=CC(=CC=C1)OC1=CC=CC=C1)C#N)C ((S)α-cyano-3-phenoxy-benzyl (1R,cis) 2,2-dimethyl-3-[Z-2-(propargyloxycarbonyl)-ethenyl]-cyclopropane-carboxylate). Yield: 116.6%. As a reaction SMILES: [CH3:1][C:2]1([CH3:20])[C@@H:4](/[CH:5]=[CH:6]\[C:7]([O:9][CH2:10][C:11]#[CH:12])=[O:8])[C@H:3]1[C:13](OC(C)(C)C)=[O:14].[C:21]([C@@H:23]([OH:37])[C:24]1[CH:29]=[CH:28][CH:27]=[C:26]([O:30][C:31]2[CH:36]=[CH:35][CH:34]=[CH:33][CH:32]=2)[CH:25]=1)#[N:22]>>[CH3:1][C:2]1([CH3:20])[C@@H:4](/[CH:5]=[CH:6]\[C:7]([O:9][CH2:10][C:11]#[CH:12])=[O:8])[C@H:3]1[C:13]([O:37][C@H:23]([C:21]#[N:22])[C:24]1[CH:29]=[CH:28][CH:27]=[C:26]([O:30][C:31]2[CH:36]=[CH:35][CH:34]=[CH:33][CH:32]=2)[CH:25]=1)=[O:14]. Reported procedure: Using the procedure of Step C of Example 13, 1.59 g of the product of Step A and 1.8 g of (S)α-cyano-3-phenoxy-benzyl alcohol were reacted and after 2 hours, the mixture was filtered. The filtrate was evaporated to dryness under reduced pressure and the residue was chromatographed over silica gel. Elution with a 9-1 cyclohexane-ethyl acetate mixture yielded 2.86 g of (S)α-cyano-3-phenoxy-benzyl (1R,cis) 2,2-dimethyl-3-[Z-2-(propargyloxycarbonyl)-ethenyl]-cyclopropane-carboxylate with a specific ... As a reaction SMILES: [CH2:1]([C:5]1[CH:10]=[CH:9][C:8]([C:11]#[C:12][C:13]2[CH:37]=[CH:36][C:16]([CH2:17][N:18]([C:29](=[O:35])[CH2:30][C:31]([CH3:34])([CH3:33])[CH3:32])[C:19]3[CH:20]=[CH:21][C:22]([F:28])=[C:23]([CH:27]=3)[C:24]([OH:26])=[O:25])=[CH:15][CH:14]=2)=[CH:7][CH:6]=1)[CH2:2][CH2:3][CH3:4].[CH3:38][NH:39][CH2:40][C@@H:41]([C@H:43]([C@@H:45]([C@@H:47]([CH2:49][OH:50])[OH:48])[OH:46])[OH:44])[OH:42]>>[CH3:38][NH:39][CH2:40][C@@H:41]([C@H:43]([C@@H:45]([C@@H:47]([CH2:49][OH:50])[OH:48])[OH:46])[OH:44])[OH:42].[CH2:1]([C:5]1[CH:6]=[CH:7][C:8]([C:11]#[C:12][C:13]2[CH:37]=[CH:36][C:16]([CH2:17][N:18]([C:29](=[O:35])[CH2:30][C:31]([CH3:33])([CH3:32])[CH3:34])[C:19]3[CH:20]=[CH:21][C:22]([F:28])=[C:23]([CH:27]=3)[C:24]([OH:26])=[O:25])=[CH:15][CH:14]=2)=[CH:9][CH:10]=1)[CH2:2][CH2:3][CH3:4] |f:2.3|. Product: CNC[C@H](O)[C@@H](O)[C@H](O)[C@H](O)CO.C(CCC)C1=CC=C(C=C1)C#CC1=CC=C(CN(C=2C=CC(=C(C(=O)O)C2)F)C(CC(C)(C)C)=O)C=C1 (5-[{4-[(4-butylphenyl)ethynyl]benzyl}(3,3-dimethylbutanoyl)amino]-2-fluorobenzoic acid N-methyl-D-glucamine). The reactants are C(CCC)C1=CC=C(C=C1)C#CC1=CC=C(CN(C=2C=CC(=C(C(=O)O)C2)F)C(CC(C)(C)C)=O)C=C1 (5-[{4-[(4-butylphenyl)ethynyl]benzyl}(3,3-dimethylbutanoyl)amino]-2-fluorobenzoic acid), CNC[C@H](O)[C@@H](O)[C@H](O)[C@H](O)CO (N-methyl-D-glucamine). Reported procedure: The titled compound was prepared following the procedure D using 5-[{4-[(4-butylphenyl)ethynyl]benzyl}(3,3-dimethylbutanoyl)amino]-2-fluorobenzoic acid and N-methyl-D-glucamine as a white powder (90%). M− (ESI): 498.0; M+ (ESI): 500.4. HPLC, Rt: 5.48 min (Purity: 99.3%). The reactants are NC1=CC(=C(C(=O)N[C@@H]2CC[C@H](CC2)C(F)(F)F)C=C1N)Cl (4,5-diamino-2-chloro-N-(trans-4-trifluoromethyl-cyclohex-1-yl)-benzamide), N(=C=S)C=1C=C(C[N-]C(C(C)(C)C)=O)C=CC1OC (N-(3-isothiocyanato-4-methoxy-benzyl)-pivaloylamide). Yields the product FC([C@@H]1CC[C@H](CC1)NC(=O)C1=CC2=C(NC(=N2)NC2=C(C=CC(=C2)CNC(=O)C(C)(C)C)OC)C=C1Cl)(F)F (N-(trans-4-Trifluoromethyl-cyclohex-1-yl)-2-(2-methoxy-5-{[(tert-butylcarbonyl)-amino]-methyl}-phenylamino)-6-chloro-1H-benzimidazole-5-carboxylic acid amide). As a reaction SMILES: [NH2:1][C:2]1[C:20]([NH2:21])=[CH:19][C:5]([C:6]([NH:8][C@H:9]2[CH2:14][CH2:13][C@H:12]([C:15]([F:18])([F:17])[F:16])[CH2:11][CH2:10]2)=[O:7])=[C:4]([Cl:22])[CH:3]=1.[N:23]([C:26]1[CH:27]=[C:28]([CH:37]=[CH:38][C:39]=1[O:40][CH3:41])[CH2:29][N-:30][C:31](=[O:36])[C:32]([CH3:35])([CH3:34])[CH3:33])=[C:24]=S>>[F:18][C:15]([F:16])([F:17])[C@H:12]1[CH2:11][CH2:10][C@H:9]([NH:8][C:6]([C:5]2[C:4]([Cl:22])=[CH:3][C:2]3[NH:1][C:24]([NH:23][C:26]4[CH:27]=[C:28]([CH2:29][NH:30][C:31]([C:32]([CH3:33])([CH3:35])[CH3:34])=[O:36])[CH:37]=[CH:38][C:39]=4[O:40][CH3:41])=[N:21][C:20]=3[CH:19]=2)=[O:7])[CH2:14][CH2:13]1. Procedure details: The compound was prepared from 4,5-diamino-2-chloro-N-(trans-4-trifluoromethyl-cyclohex-1-yl)-benzamide and N-(3-isothiocyanato-4-methoxy-benzyl)-pivaloylamide in analogy to example 72a.